The task is: describe an organic reaction: reactants, conditions, products, and yield. This data is from the Open Reaction Database (ORD), a public repository of structured organic reaction records. Starting materials: C(=C)C1C(C1)(C(=O)OCC)C#N (ethyl 2-vinyl-1-cyanocyclopropane-1-carboxylate), O(C1=CC=CC=C1)C=1C=C(CO)C=CC1 (3-phenoxybenzyl alcohol). The product is C(=C)C1C(C1)(C(=O)OCC1=CC(=CC=C1)OC1=CC=CC=C1)C#N ((3-phenoxy)benzyl 2-vinyl-1-cyanocyclopropane-1-carboxylate). RXN SMILES: [CH:1]([CH:3]1[CH2:5][C:4]1([C:11]#[N:12])[C:6]([O:8][CH2:9][CH3:10])=[O:7])=[CH2:2].[O:13]([C:20]1[CH:21]=C([CH:25]=[CH:26][CH:27]=1)CO)[C:14]1[CH:19]=[CH:18][CH:17]=[CH:16][CH:15]=1>>[CH:1]([CH:3]1[CH2:5][C:4]1([C:11]#[N:12])[C:6]([O:8][CH2:9][C:10]1[CH:25]=[CH:26][CH:27]=[C:20]([O:13][C:14]2[CH:19]=[CH:18][CH:17]=[CH:16][CH:15]=2)[CH:21]=1)=[O:7])=[CH2:2]. Reported procedure: Utilizing the product prepared in Example I, a transalcoholysis was carried out with 3-phenoxybenzyl alcohol to obtain (3-phenoxy)benzyl 2-vinyl-1-cyanocyclopropane-1-carboxylate. A three-fold molar excess of the ethyl 2-vinyl-1-cyanocyclopropane-1-carboxylate was employed for the reaction. About 0.7 wt. percent calcium acetate, based on the total reactant charge, was used as the catalyst and a small amount of hydroquinone added as an oxidation and polymerization inhibitor. The reaction mixture ... The reactants are C(C)(C)(C)OC(NCC1=CC=C(C=C1)CO)=O ((4-Hydroxymethyl-benzyl)-carbamic acid tert-butyl ester), C(=O)=O.CC(=O)C (dry ice acetone), CC(=O)OI1(C=2C=CC=CC2C(=O)O1)(OC(=O)C)OC(=O)C (Dess-Martin periodinane), C([O-])(O)=O.[Na+] (sodium bicarbonate), S(=O)([O-])[O-].[Na+].[Na+] (sodium sulfite). The solvent is C(Cl)Cl (DCM). Run at time 3 hour. The product is C(C)(C)(C)OC(NCC1=CC=C(C=C1)C=O)=O ((4-Formyl-benzyl)-carbamic acid tert-butyl ester). The yield is 287.3%. As a reaction SMILES: [C:1]([O:5][C:6](=[O:17])[NH:7][CH2:8][C:9]1[CH:14]=[CH:13][C:12]([CH2:15][OH:16])=[CH:11][CH:10]=1)([CH3:4])([CH3:3])[CH3:2].C(=O)=O.CC(C)=O.CC(OI1(OC(C)=O)(OC(C)=O)OC(=O)C2C=CC=CC1=2)=O.C(=O)(O)[O-].[Na+].S([O-])([O-])=O.[Na+].[Na+]>C(Cl)Cl>[C:1]([O:5][C:6](=[O:17])[NH:7][CH2:8][C:9]1[CH:10]=[CH:11][C:12]([CH:15]=[O:16])=[CH:13][CH:14]=1)([CH3:4])([CH3:2])[CH3:3] |f:1.2,4.5,6.7.8|. Procedure details: (4-Hydroxymethyl-benzyl)-carbamic acid tert-butyl ester (480 mg, 0.71 mmol) was dissolved in DCM (3 mL) and cooled to −78° C. (dry ice/acetone). Dess-Martin periodinane (331 mg, 0.78 mmol) was added to the reaction which was allowed to warm to r.t and stir for 3 h. A 1:1 solution of saturated sodium bicarbonate and sodium sulfite (20 mL) was added and the reaction mixture stirred vigorously for 15 min. The organic layer was isolated, washed with saturated sodium bicarbonate (10 mL), dried (Na2SO...